From a dataset of the Open Reaction Database (ORD), a public repository of structured organic reaction records. describe an organic reaction: reactants, conditions, products, and yield Reactants: CNC(=O)C=1N(C(=C2C=C(C=CC12)Cl)C1=CC=CC=C1)C (5-chloro-2-methyl-3-phenylisoindole-1-carboxylic acid methylamide), ice water, potassium tert. butylate, CI (methyl iodide). Solvent: CN(C=O)C (dimethylformamide). Product: CN(C(=O)C=1N(C(=C2C=C(C=CC12)Cl)C1=CC=CC=C1)C)C (5-chloro-2-methyl-3-phenylisoindole-1-carboxylic acid dimethylamide). RXN SMILES: [CH3:1][NH:2][C:3]([C:5]1[N:6]([CH3:21])[C:7]([C:15]2[CH:20]=[CH:19][CH:18]=[CH:17][CH:16]=2)=[C:8]2[C:13]=1[CH:12]=[CH:11][C:10]([Cl:14])=[CH:9]2)=[O:4].[CH3:22]I>CN(C)C=O>[CH3:1][N:2]([CH3:22])[C:3]([C:5]1[N:6]([CH3:21])[C:7]([C:15]2[CH:20]=[CH:19][CH:18]=[CH:17][CH:16]=2)=[C:8]2[C:13]=1[CH:12]=[CH:11][C:10]([Cl:14])=[CH:9]2)=[O:4]. Procedure: A suspension of 9.0 g. of 5-chloro-2-methyl-3-phenylisoindole-1-carboxylic acid methylamide in 120 ml. of dimethylformamide is treated under argon at 0° C. with 5.0 g. of potassium tert. butylate and then stirred in an ice-bath for 30 minutes. At 0°-5° C. there are added 8 ml. of methyl iodide in one batch, the mixture is subsequently stirred for 2 hours at room temperature and poured onto 2 liters of ice-water. After the addition of 100 g. of sodium chloride, the separated oil is extracted with... The reactants are Cc1c2c(nc3ccccc13)CCNCC2, CCOC(=O)Cl, [Na+], [OH-], O, c1ccccc1. The product is CCOC(=O)N1CCc2nc3ccccc3c(C)c2CC1, Cl. Reaction SMILES: [CH3:1][c:2]1[c:3]2[c:4]([n:5][c:6]3[cH:7][cH:8][cH:9][cH:10][c:11]13)[CH2:12][CH2:13][NH:14][CH2:15][CH2:16]2.[Cl:17][C:18](=[O:19])[O:20][CH2:21][CH3:22].[Na+:25].[OH-:24].[OH2:23].[cH:26]1[cH:27][cH:28][cH:29][cH:30][cH:31]1>>[CH3:1][c:2]1[c:3]2[c:4]([n:5][c:6]3[cH:7][cH:8][cH:9][cH:10][c:11]13)[CH2:12][CH2:13][N:14]([C:18](=[O:19])[O:20][CH2:21][CH3:22])[CH2:15][CH2:16]2.[ClH:17]. The reactants are CC[SiH](CC)CC, CCOC(C(=O)OC)C(O)c1ccc(OCc2ccccc2)cc1CC, O=C(O)C(F)(F)F. The product is CCOC(Cc1ccc(OCc2ccccc2)cc1CC)C(=O)OC. Reaction SMILES: [CH2:27]([SiH:28]([CH2:29][CH3:30])[CH2:31][CH3:32])[CH3:33].[CH3:1][O:2][C:3]([CH:4]([CH:5]([OH:6])[c:7]1[c:8]([CH2:21][CH3:22])[cH:9][c:10]([O:13][CH2:14][c:15]2[cH:16][cH:17][cH:18][cH:19][cH:20]2)[cH:11][cH:12]1)[O:23][CH2:24][CH3:25])=[O:26].[OH:34][C:35]([C:36]([F:37])([F:38])[F:39])=[O:40]>>[CH3:1][O:2][C:3]([CH:4]([CH2:5][c:7]1[c:8]([CH2:21][CH3:22])[cH:9][c:10]([O:13][CH2:14][c:15]2[cH:16][cH:17][cH:18][cH:19][cH:20]2)[cH:11][cH:12]1)[O:23][CH2:24][CH3:25])=[O:26]. Starting materials: COC(C)C(=O)O, CCOC(C)=O, ClCCl, Nc1c[nH]c2ncc(F)c(F)c12, [Li+], [OH-], O. Yields the product COC(C)C(=O)Nc1c[nH]c2ncc(F)c(F)c12. Reaction SMILES: [CH3:13][O:14][CH:15]([C:16](=[O:17])[OH:18])[CH3:19].[CH3:26][CH2:27][O:28][C:29](=[O:30])[CH3:31].[Cl:23][CH2:24][Cl:25].[F:1][c:2]1[c:3]2[c:4]([n:5][cH:6][c:7]1[F:8])[nH:9][cH:10][c:11]2[NH2:12].[Li+:21].[OH-:20].[OH2:22]>>[F:1][c:2]1[c:3]2[c:4]([n:5][cH:6][c:7]1[F:8])[nH:9][cH:10][c:11]2[NH:12][C:16]([CH:15]([O:14][CH3:13])[CH3:19])=[O:17]. Procedure: A 15 ml reaction vial is flushed with nitrogen and charged with dry THF (2.5 ml), magnesium turnings (55.5 mg, 2.28 mmol) and cerium(III) chloride (20.5 mg, 0.084 mmol). The suspension is cooled to 0° C., 1,4-dibromobutane (157 μl, 1.33 mmol) is added. The suspension is allowed to reach room temperature, stirred for 30 minutes at this temperature and again cooled to 0° C. Then, a solution of 4-(4-oxo-3,4-dihydro-pyrrolo[2,1-f][1,2,4]triazin-2-yl)-benzoic acid methyl ester (113 mg, 0.42 mmol) in ... Run at temperature 0 celsius, time 30 minute. Product: OC1(CCCC1)C1=CC=C(C=C1)C1=NN2C(C(N1)=O)=CC=C2 (2-[4-(1-hydroxy-cyclopentyl)-phenyl]-3H-pyrrolo[2,1-f][1,2,4]triazin-4-one). The solvent is C1CCOC1 (THF), C1CCOC1 (THF). Reaction SMILES: [Mg].[Cl-].[Ce+3].[Cl-].[Cl-].Br[CH2:7][CH2:8][CH2:9][CH2:10]Br.CO[C:14](=[O:31])[C:15]1[CH:20]=[CH:19][C:18]([C:21]2[NH:26][C:25](=[O:27])[C:24]3=[CH:28][CH:29]=[CH:30][N:23]3[N:22]=2)=[CH:17][CH:16]=1>C1COCC1>[OH:31][C:14]1([C:15]2[CH:16]=[CH:17][C:18]([C:21]3[NH:26][C:25](=[O:27])[C:24]4=[CH:28][CH:29]=[CH:30][N:23]4[N:22]=3)=[CH:19][CH:20]=2)[CH2:10][CH2:9][CH2:8][CH2:7]1 |f:1.2.3.4|. Reactants: COC(C1=CC=C(C=C1)C1=NN2C(C(N1)=O)=CC=C2)=O (4-(4-oxo-3,4-dihydro-pyrrolo[2,1-f][1,2,4]triazin-2-yl)-benzoic acid methyl ester), BrCCCCBr (1,4-dibromobutane), [Mg] (magnesium), [Cl-].[Ce+3].[Cl-].[Cl-] (cerium(III) chloride).